This data is from the Open Reaction Database (ORD), a public repository of structured organic reaction records. The task is: describe an organic reaction: reactants, conditions, products, and yield The reactants are C(C)(C)(C)OC(=O)N(N)C(=O)[C@H]1NCCC1 ((S)—N-tert-butoxycarbonyl-pyrrolidin-2-carboxylic acid hydrazide), C(C1=CC=CC=C1)ON1[C@@H]2CC[C@@H](N(C1=O)C2)C(=O)O (trans-6-benzyloxy-7-oxo-1,6-diaza-bicyclo[3.2.1]octane-2-carboxylic acid), CCN=C=NCCCN(C)C.Cl (EDC hydrochloride), C(C)(C)N(C(C)C)CC (N,N-di-isopropyl ethylamine), C=1C=CC2=C(C1)N=NN2O (HOBt), C(CC(O)(C(=O)O)CC(=O)O)(=O)O (citric acid). Solvent: CN(C=O)C (N,N-dimethyl formamide), CN(C=O)C (N,N-dimethyl formamide). The product is C(C)(C)(C)OC(=O)N1[C@@H](CCC1)C(=O)NNC(=O)[C@@H]1N2C(N([C@H](CC1)C2)OCC2=CC=CC=C2)=O (trans-2-[N′-(6-benzyloxy-7-oxo-1,6-diaza-bicyclo[3.2.1]octane-2-carbonyl)-hydrazinocarbonyl]-(S)-pyrrolidin-1-carboxylic acid tert-butyl ester). Reaction SMILES: [CH2:1]([O:8][N:9]1[C:15](=[O:16])[N:14]2[CH2:17][C@H:10]1[CH2:11][CH2:12][C@@H:13]2[C:18]([OH:20])=O)[C:2]1[CH:7]=[CH:6][CH:5]=[CH:4][CH:3]=1.CCN=C=NCCCN(C)C.Cl.[CH:33]1[CH:34]=[CH:35][C:36]2[N:41](O)[N:40]=[N:39][C:37]=2C=1.[C:43]([O:47][C:48](N(C([C@@H]1CCCN1)=O)N)=[O:49])([CH3:46])([CH3:45])[CH3:44].C(N(CC)C(C)C)(C)C.C(O)(=O)CC(CC(O)=O)(C(O)=O)[OH:71]>CN(C)C=O>[C:43]([O:47][C:48]([N:41]1[CH2:33][CH2:34][CH2:35][C@H:36]1[C:37]([NH:39][NH:40][C:18]([C@H:13]1[CH2:12][CH2:11][C@@H:10]2[CH2:17][N:14]1[C:15](=[O:16])[N:9]2[O:8][CH2:1][C:2]1[CH:3]=[CH:4][CH:5]=[CH:6][CH:7]=1)=[O:20])=[O:71])=[O:49])([CH3:46])([CH3:45])[CH3:44] |f:1.2|. Procedure details: To a clear solution of trans-6-benzyloxy-7-oxo-1,6-diaza-bicyclo[3.2.1]octane-2-carboxylic acid (15 gm, 0.054 mol) in N,N-dimethyl formamide (150 ml), was added EDC hydrochloride (15.57 gm, 0.082 mol) followed by HOBt (11.0 gm, 0.082 mol) at about 25° C. to 35° C. under stirring. The reaction mixture was stirred for 15 minutes and a solution of (S)—N-tert-butoxycarbonyl-pyrrolidin-2-carboxylic acid hydrazide (14.93 gm, 0.065 mol) dissolved in N,N-dimethyl formamide (75 ml), followed by N,N-di-is... Run at temperature 45 celsius, time 8 hour. Procedure details: Example 41 (1-[8-(3-Methylsulfanyl-phenyl)-[1,7]naphthyridin-6-yl]-piperidine-4-carboxylic acid) (30 mg, 0.07 mmol) is dissolved in methanol (200 μl), and hydrogen peroxide (11.1 μl) is added at room temperature. After 3 hours a further amount of hydrogen peroxide (15 μl) is added and the reaction mixture stirred at 45° C. overnight. The mixture is then cooled to room temperature, diluted with water and acidified with 7 M HCl (1 drop). The reaction mixture is extracted into ethyl acetate, which ... Yields the product CS(=O)C=1C=C(C=CC1)C=1N=C(C=C2C=CC=NC12)N1CCC(CC1)C(=O)O (1-[8-(3-Methanesulfinyl-phenyl)-[1,7]naphthyridin-6-yl]-piperidine-4-carboxylic acid). Starting materials: OO (hydrogen peroxide), OO (hydrogen peroxide), CSC=1C=C(C=CC1)C=1N=C(C=C2C=CC=NC12)N1CCC(CC1)C(=O)O (1-[8-(3-Methylsulfanyl-phenyl)-[1,7]naphthyridin-6-yl]-piperidine-4-carboxylic acid). The solvent is O (water), CO (methanol). Reagents/catalysts: Cl (HCl). Reaction SMILES: [CH3:1][S:2][C:3]1[CH:4]=[C:5]([C:9]2[N:10]=[C:11]([N:19]3[CH2:24][CH2:23][CH:22]([C:25]([OH:27])=[O:26])[CH2:21][CH2:20]3)[CH:12]=[C:13]3[C:18]=2[N:17]=[CH:16][CH:15]=[CH:14]3)[CH:6]=[CH:7][CH:8]=1.[OH:28]O>CO.O.Cl>[CH3:1][S:2]([C:3]1[CH:4]=[C:5]([C:9]2[N:10]=[C:11]([N:19]3[CH2:20][CH2:21][CH:22]([C:25]([OH:27])=[O:26])[CH2:23][CH2:24]3)[CH:12]=[C:13]3[C:18]=2[N:17]=[CH:16][CH:15]=[CH:14]3)[CH:6]=[CH:7][CH:8]=1)=[O:28]. The reactants are CNS(=O)(=O)c1ccc2c(c1)CC(=O)CC2, ClCCl. The product is CN(C)S(=O)(=O)c1ccc2c(c1)CC(=O)CC2. As a reaction SMILES: [CH3:1][NH:2][S:3](=[O:4])(=[O:5])[c:6]1[cH:7][c:8]2[c:13]([cH:14][cH:15]1)[CH2:12][CH2:11][C:10](=[O:16])[CH2:9]2.[Cl:17][CH2:18][Cl:19]>>[CH3:1][N:2]([S:3](=[O:4])(=[O:5])[c:6]1[cH:7][c:8]2[c:13]([cH:14][cH:15]1)[CH2:12][CH2:11][C:10](=[O:16])[CH2:9]2)[CH3:18]. Starting materials: CC(=O)OC(C)=O, O=CO, O=S(=O)(CC(CCc1ccccc1)NO)N1CCN(c2cc(Cl)ncn2)CC1, C1CCOC1. The product is O=CN(O)C(CCc1ccccc1)CS(=O)(=O)N1CCN(c2cc(Cl)ncn2)CC1. As a reaction SMILES: [CH3:1][C:2]([O:3][C:5]([CH3:4])=[O:7])=[O:6].[CH:8]([OH:9])=[O:10].[Cl:11][c:12]1[cH:13][c:14]([N:18]2[CH2:19][CH2:20][N:21]([S:24](=[O:25])(=[O:26])[CH2:27][CH:28]([CH2:29][CH2:30][c:31]3[cH:32][cH:33][cH:34][cH:35][cH:36]3)[NH:37][OH:38])[CH2:22][CH2:23]2)[n:15][cH:16][n:17]1.[O:39]1[CH2:40][CH2:41][CH2:42][CH2:43]1>>[CH:5](=[O:7])[N:37]([CH:28]([CH2:27][S:24]([N:21]1[CH2:20][CH2:19][N:18]([c:14]2[cH:13][c:12]([Cl:11])[n:17][cH:16][n:15]2)[CH2:23][CH2:22]1)(=[O:25])=[O:26])[CH2:29][CH2:30][c:31]1[cH:32][cH:33][cH:34][cH:35][cH:36]1)[OH:38]. Reactants: [Na] (sodium), N (ammonia), NC1=C(C=CC=C1)SC=1C(=C(C(C#N)=C(C1Cl)OCCOCC)C#N)OCCOCC (4-(2-aminophenylthio)-5-chloro-3,6-di-(2-ethoxyethoxy) phthalonitrile). Solvent: C(CC)O (n-propyl alcohol). Reaction conditions: time 20 hour. Yields the product NC1=C(C=CC=C1)SC=1C(=C2C(NC(C2=C(C1Cl)OCCOCC)=N)=N)OCCOCC (5-(2-aminophenylthio)-6-chloro-1,3-diimino-4,7-di-(2-ethoxyethoxy) isoindoline). Isolated yield 96.2%. As a reaction SMILES: [Na].[NH3:2].[NH2:3][C:4]1[CH:9]=[CH:8][CH:7]=[CH:6][C:5]=1[S:10][C:11]1[C:12]([O:28][CH2:29][CH2:30][O:31][CH2:32][CH3:33])=[C:13]([C:26]#[N:27])[C:14](=[C:17]([O:20][CH2:21][CH2:22][O:23][CH2:24][CH3:25])[C:18]=1[Cl:19])[C:15]#[N:16]>C(O)CC>[NH2:3][C:4]1[CH:9]=[CH:8][CH:7]=[CH:6][C:5]=1[S:10][C:11]1[C:12]([O:28][CH2:29][CH2:30][O:31][CH2:32][CH3:33])=[C:13]2[C:14](=[C:17]([O:20][CH2:21][CH2:22][O:23][CH2:24][CH3:25])[C:18]=1[Cl:19])[C:15](=[NH:2])[NH:16][C:26]2=[NH:27] |^1:0|. Reported procedure: To a solution of sodium metal (0.8 g) in n-propyl alcohol (250 mL) was fed gaseous ammonia at a flow rate of 120 mL/min. at room temperature for 1 hour. Then, 27.6 g of 4-(2-aminophenylthio)-5-chloro-3,6-di-(2-ethoxyethoxy) phthalonitrile was added and the mixture was stirred at 50~60° C. for 20 hours. After cooling, the reaction mixture was worked up in the same manner as in Example 1 to provide 27.6 g (yield 96.2%) of 5-(2-aminophenylthio)-6-chloro-1,3-diimino-4,7-di-(2-ethoxyethoxy) isoindoli... Starting materials: ClC1=NC=CC(=N1)C1=CC(=CC(=C1)N1CCNCC1)F (2-Cloro-4-(3-fluoro-5-(piperazin-1-yl)phenyl)pyrimidine), ethyl aldehyde, [BH-](OC(=O)C)(OC(=O)C)OC(=O)C.[Na+] (NaBH(OAc)3). The solvent is ClC(C)Cl (dichloroethane). Conditions: time 8 hour. Yields the product desired product, ClC1=NC=CC(=N1)C1=CC(=CC(=C1)F)N1CCN(CC1)CC (2-Chloro-4-(3-(4-ethylpiperazin-1-yl)-5-fluorophenyl)pyrimidine). RXN SMILES: [Cl:1][C:2]1[N:7]=[C:6]([C:8]2[CH:13]=[C:12]([N:14]3[CH2:19][CH2:18][NH:17][CH2:16][CH2:15]3)[CH:11]=[C:10]([F:20])[CH:9]=2)[CH:5]=[CH:4][N:3]=1.[BH-](OC(C)=O)(OC(C)=O)O[C:23]([CH3:25])=O.[Na+]>ClC(Cl)C>[Cl:1][C:2]1[N:7]=[C:6]([C:8]2[CH:9]=[C:10]([F:20])[CH:11]=[C:12]([N:14]3[CH2:19][CH2:18][N:17]([CH2:23][CH3:25])[CH2:16][CH2:15]3)[CH:13]=2)[CH:5]=[CH:4][N:3]=1 |f:1.2|. Reported procedure: 2-Cloro-4-(3-fluoro-5-(piperazin-1-yl)phenyl)pyrimidine (0.29 g, 1 mmol) and ethyl aldehyde (0.13 g, 3 mmol) were mixed in dichloroethane (10 mL) and then added with NaBH(OAc)3 (0.64 g, 3 mmol). After stirring at room temperature under argon for overnight, the reaction mixture was quenched with saturated NaHCO3 and extracted with EtOAc. The organic layer was separated, dried with anhydrous MgSO4 and concentrated in vacuo to give desired product 2-Chloro-4-(3-(4-ethylpiperazin-1-yl)-5-fluoropheny... Starting materials: COc1cccc(F)c1B(O)O, Nc1c(C(=O)NC2CC2)nnc2c(I)c(F)ccc12. Yields the product COc1cccc(F)c1-c1c(F)ccc2c(N)c(C(=O)NC3CC3)nnc12. Reaction SMILES: [F:20][c:21]1[c:22]([B:29]([OH:30])[OH:31])[c:23]([O:27][CH3:28])[cH:24][cH:25][cH:26]1.[NH2:1][c:2]1[c:3]([C:14](=[O:15])[NH:16][CH:17]2[CH2:18][CH2:19]2)[n:4][n:5][c:6]2[c:7]([I:13])[c:8]([F:12])[cH:9][cH:10][c:11]12>>[NH2:1][c:2]1[c:3]([C:14](=[O:15])[NH:16][CH:17]2[CH2:18][CH2:19]2)[n:4][n:5][c:6]2[c:7](-[c:22]3[c:21]([F:20])[cH:26][cH:25][cH:24][c:23]3[O:27][CH3:28])[c:8]([F:12])[cH:9][cH:10][c:11]12.